From a dataset of the Open Reaction Database (ORD), a public repository of structured organic reaction records. describe an organic reaction: reactants, conditions, products, and yield Product: NC1=C(C(=O)OCC)C=CC(=C1)Br (ethyl 2-amino-4-bromobenzoate). As a reaction SMILES: C([NH:4][C:5]1[CH:13]=[C:12]([Br:14])[CH:11]=[CH:10][C:6]=1[C:7]([OH:9])=[O:8])(=O)C.Cl.[CH2:16](O)[CH3:17]>>[NH2:4][C:5]1[CH:13]=[C:12]([Br:14])[CH:11]=[CH:10][C:6]=1[C:7]([O:9][CH2:16][CH3:17])=[O:8]. Procedure details: A solution of 119 g (0.461 mol) of 2-acetylamino-4-bromobenzoic acid and 3 liters of absolute ethanol was cooled to 0° C. and was then saturated with a stream of dry hydrogen chloride gas. The solution was then heated under reflux for 24 hours. Upon cooling to room temperature, the solution was evaporated to about 750 ml and then poured into 2 liters of aqueous saturated sodium bicarbonate. The aqueous phase was extracted three times with 300 ml portions of chloroform. The combined extracts were... Starting materials: C(C)(=O)NC1=C(C(=O)O)C=CC(=C1)Br (2-acetylamino-4-bromobenzoic acid), C(C)O (ethanol), Cl (hydrogen chloride). Yield: 21.0%. Reactants: ClCCl, OCc1c(Cl)cc(Cl)cc1Cl. Product: O=Cc1c(Cl)cc(Cl)cc1Cl. Reaction SMILES: [Cl:12][CH2:13][Cl:14].[Cl:1][c:2]1[c:3]([CH2:10][OH:11])[c:4]([Cl:9])[cH:5][c:6]([Cl:8])[cH:7]1>>[Cl:1][c:2]1[c:3]([CH:10]=[O:11])[c:4]([Cl:9])[cH:5][c:6]([Cl:8])[cH:7]1. Starting materials: O=C(O)c1cc2cc(Cl)ccc2[nH]1, Cl, NC(Cc1ccccc1)C(=O)N1CCC(O)CC1. The product is O=C(NC(Cc1ccccc1)C(=O)N1CCC(O)CC1)c1cc2cc(Cl)ccc2[nH]1. Reaction SMILES: [Cl:20][c:21]1[cH:22][c:23]2[cH:24][c:25]([C:30](=[O:31])[OH:32])[nH:26][c:27]2[cH:28][cH:29]1.[ClH:1].[NH2:2][CH:3]([C:4](=[O:5])[N:6]1[CH2:7][CH2:8][CH:9]([OH:12])[CH2:10][CH2:11]1)[CH2:13][c:14]1[cH:15][cH:16][cH:17][cH:18][cH:19]1>>[NH:2]([CH:3]([C:4](=[O:5])[N:6]1[CH2:7][CH2:8][CH:9]([OH:12])[CH2:10][CH2:11]1)[CH2:13][c:14]1[cH:15][cH:16][cH:17][cH:18][cH:19]1)[C:30]([c:25]1[cH:24][c:23]2[cH:22][c:21]([Cl:20])[cH:29][cH:28][c:27]2[nH:26]1)=[O:31]. Starting materials: C1(=CC=CC=C1)NC(=O)OCC1(CSC2=CC=CC(=C2C1=O)C)COC(NC1=CC=CC=C1)=O (3,3-bis(phenylcarbamoyloxymethyl)-5-methylthiochroman-4-one), I(=O)(=O)(=O)[O-].[Na+] (sodium metaperiodate). Run in O (water), O (water), CO (MeOH). Run at time 72 hour. The product is C1(=CC=CC=C1)NC(=O)OCC1(CS(C2=CC=CC(=C2C1=O)C)=O)COC(NC1=CC=CC=C1)=O (3,3-bis(phenylcarbamoyloxymethyl)-5-methyl-1-oxo-1λ4-thiochroman-4-one). RXN SMILES: [C:1]1([NH:7][C:8]([O:10][CH2:11][C:12]2([CH2:24][O:25][C:26](=[O:34])[NH:27][C:28]3[CH:33]=[CH:32][CH:31]=[CH:30][CH:29]=3)[C:21](=[O:22])[C:20]3[C:15](=[CH:16][CH:17]=[CH:18][C:19]=3[CH3:23])[S:14][CH2:13]2)=[O:9])[CH:6]=[CH:5][CH:4]=[CH:3][CH:2]=1.I([O-])(=O)(=O)=[O:36].[Na+]>CO.O>[C:28]1([NH:27][C:26]([O:25][CH2:24][C:12]2([CH2:11][O:10][C:8](=[O:9])[NH:7][C:1]3[CH:2]=[CH:3][CH:4]=[CH:5][CH:6]=3)[C:21](=[O:22])[C:20]3[C:15](=[CH:16][CH:17]=[CH:18][C:19]=3[CH3:23])[S:14](=[O:36])[CH2:13]2)=[O:34])[CH:33]=[CH:32][CH:31]=[CH:30][CH:29]=1 |f:1.2|. Procedure: A solution of 3,3-bis(phenylcarbamoyloxymethyl)-5-methylthiochroman-4-one (190 mg, 0.4 mmol) in MeOH (5 ml) was admixed with a solution of sodium metaperiodate (92 mg, 0.43 mmol) in water (1 ml), and stirred at RT for 72 h. The reaction mixture was diluted with water (50 ml) and extracted with EtOAc (3×30 ml), the combined organic phases were dried over sodium sulfate and the solvent was removed under reduced pressure. After column chromatography purification of the residue (silica gel, 1:1 cycl...